This data is from the Open Reaction Database (ORD), a public repository of structured organic reaction records. The task is: describe an organic reaction: reactants, conditions, products, and yield Reactants: C(C)(=O)O (acetic acid), O (water), ClC=1C=CC(=C(C1)C(CC(C=O)(C(F)(F)F)O)(C)C)OC (4-(5-chloro-2-methoxyphenyl)-2-hydroxy-4-methyl-2-(trifluoromethyl)pentanal), COC(=O)C1=NC2=CC=CC(=C2C=C1)N (5-aminoquinoline-2-carboxylic acid methyl ester). The reagents and catalysts are [Ti] (titanium). Run in C1(=CC=CC=C1)C (toluene). Product: COC(=O)C1=NC2=CC=CC(=C2C=C1)N=CC(CC(C)(C)C1=C(C=CC(=C1)Cl)OC)(C(F)(F)F)O (5-[4-(5-Chloro-2-methoxyphenyl)-2-hydroxy-4-methyl-2-(trifluoromethyl)pentylidenamino]quinoline-2-carboxylic acid methyl ester). As a reaction SMILES: [Cl:1][C:2]1[CH:3]=[CH:4][C:5]([O:20][CH3:21])=[C:6]([C:8]([CH3:19])([CH3:18])[CH2:9][C:10]([OH:17])([C:13]([F:16])([F:15])[F:14])[CH:11]=O)[CH:7]=1.[CH3:22][O:23][C:24]([C:26]1[CH:35]=[CH:34][C:33]2[C:28](=[CH:29][CH:30]=[CH:31][C:32]=2[NH2:36])[N:27]=1)=[O:25].C(O)(=O)C.O>C1(C)C=CC=CC=1.[Ti]>[CH3:22][O:23][C:24]([C:26]1[CH:35]=[CH:34][C:33]2[C:28](=[CH:29][CH:30]=[CH:31][C:32]=2[N:36]=[CH:11][C:10]([OH:17])([C:13]([F:14])([F:16])[F:15])[CH2:9][C:8]([C:6]2[CH:7]=[C:2]([Cl:1])[CH:3]=[CH:4][C:5]=2[O:20][CH3:21])([CH3:18])[CH3:19])[N:27]=1)=[O:25]. Procedure: 224 mg (0.69 mmol) of 4-(5-chloro-2-methoxyphenyl)-2-hydroxy-4-methyl-2-(trifluoromethyl)pentanal and 195 mg (0.96 mmol) of 5-aminoquinoline-2-carboxylic acid methyl ester are dissolved in 20 ml of toluene. After 5.0 ml of concentrated acetic acid is added, it is refluxed for 16 hours in a water separator. After the solvent is removed, the residue is taken up in 10 ml of tetrahydrofuran, 0.3 ml (1.4 mmol) of titanium tetraethylate is added, and the reaction is allowed to reflux again. After the ... The reactants are FC1=C(C=CC(=C1)F)C1(OCC(O1)COC1=CC=C(C=C1)N1CCN(CC1)C1=CC=C(C=C1)N1C(N(N=C1)C(C(C)O)C)=O)CN1N=CN=C1 (4-[4-[4-[4-[[2-(2,4-difluorophenyl)-2-(1H-1,2,4-triazol-1-ylmethyl)-1,3-dioxolan-4-yl]methoxy]-phenyl]-1-piperazinyl]phenyl]-2,4-dihydro-2-(2-hydroxy-1-methylpropyl)-3H-1,2,4-triazol-3-one), ClCC(=O)Cl (chloroacetyl chloride), N1=CC=CC=C1 (Pyridine). Solvent: C(Cl)Cl (CH2Cl2). The product is ClCC(=O)OC(C(C)N1N=CN(C1=O)C1=CC=C(C=C1)N1CCN(CC1)C1=CC=C(C=C1)OCC1OC(OC1)(CN1N=CN=C1)C1=C(C=C(C=C1)F)F)C (2-[4-[4-[4-[4-[[2-(2,4-difluorophenyl)-2-(1H-1,2,4-triazol-1-ylmethyl)-1,3-dioxolan-4-yl]methoxy]phenyl]-1-piperazinyl]phenyl]-4,5-dihydro-5-oxo-1H-1,2,4-triazol-1-yl]-1-methylpropyl chloroacetate). RXN SMILES: [F:1][C:2]1[CH:7]=[C:6]([F:8])[CH:5]=[CH:4][C:3]=1[C:9]1([CH2:45][N:46]2[CH:50]=[N:49][CH:48]=[N:47]2)[O:13][CH:12]([CH2:14][O:15][C:16]2[CH:21]=[CH:20][C:19]([N:22]3[CH2:27][CH2:26][N:25]([C:28]4[CH:33]=[CH:32][C:31]([N:34]5[CH:38]=[N:37][N:36]([CH:39]([CH3:43])[CH:40]([OH:42])[CH3:41])[C:35]5=[O:44])=[CH:30][CH:29]=4)[CH2:24][CH2:23]3)=[CH:18][CH:17]=2)[CH2:11][O:10]1.[Cl:51][CH2:52][C:53](Cl)=[O:54].N1C=CC=CC=1>C(Cl)Cl>[Cl:51][CH2:52][C:53]([O:42][CH:40]([CH3:41])[CH:39]([N:36]1[C:35](=[O:44])[N:34]([C:31]2[CH:30]=[CH:29][C:28]([N:25]3[CH2:24][CH2:23][N:22]([C:19]4[CH:20]=[CH:21][C:16]([O:15][CH2:14][CH:12]5[CH2:11][O:10][C:9]([C:3]6[CH:4]=[CH:5][C:6]([F:8])=[CH:7][C:2]=6[F:1])([CH2:45][N:46]6[CH:50]=[N:49][CH:48]=[N:47]6)[O:13]5)=[CH:17][CH:18]=4)[CH2:27][CH2:26]3)=[CH:33][CH:32]=2)[CH:38]=[N:37]1)[CH3:43])=[O:54]. Procedure details: A mixture of intermediate 2a (0.01 mol) and chloroacetyl chloride (0.0115 mol) in CH2Cl2 (200 ml) was stirred at room temperature. Pyridine (0.02 mol) was added and the mixture was stirred for 2 hours, washed with water, dried, filtered and the solvent was evaporated. The residue was crystallized from MIK/DIPE. The precipitate was filtered off and dried, yielding 6.7 g (87%) [2S-[2α,4α[(R*,R*)]]]-2-[4-[4-[4-[4-[[2-(2,4-difluorophenyl)-2-(1H-1,2,4-triazol-1-ylmethyl)-1,3-dioxolan-4-yl]methoxy]phe... Reactants: ClCC=1N=C(SC1)NC(=O)NCC1=CC(=CC=C1)F (1-(4-Chloromethyl-thiazol-2-yl)-3-(3-fluoro-benzyl)-urea), ClCC=1N=C(SC1)NC(=O)NCC1=CC(=CC=C1)F (1-(4-Chloromethyl-thiazol-2-yl)-3-(3-fluoro-benzyl)-urea), CNC1=NC=CN=C1C (N,3-dimethylpyrazin-2-amine), C(=O)([O-])[O-].[K+].[K+] (K2CO3). Solvent: C(Cl)Cl (CH2Cl2). Reaction conditions: temperature 80 celsius. Yields the product FC=1C=C(CNC(=O)NC=2SC=C(N2)CN(C2=NC=CN=C2C)C)C=CC1 (1-(3-Fluorobenzyl)-3-(4-((methyl(3-methylpyrazin-2-yl)amino)methyl)thiazol-2-yl)urea). Reaction SMILES: Cl[CH2:2][C:3]1[N:4]=[C:5]([NH:8][C:9]([NH:11][CH2:12][C:13]2[CH:18]=[CH:17][CH:16]=[C:15]([F:19])[CH:14]=2)=[O:10])[S:6][CH:7]=1.[CH3:20][NH:21][C:22]1[C:27]([CH3:28])=[N:26][CH:25]=[CH:24][N:23]=1.C([O-])([O-])=O.[K+].[K+]>C(Cl)Cl>[F:19][C:15]1[CH:14]=[C:13]([CH:18]=[CH:17][CH:16]=1)[CH2:12][NH:11][C:9]([NH:8][C:5]1[S:6][CH:7]=[C:3]([CH2:2][N:21]([CH3:20])[C:22]2[C:27]([CH3:28])=[N:26][CH:25]=[CH:24][N:23]=2)[N:4]=1)=[O:10] |f:2.3.4|. Reported procedure: A CH2Cl2 (5 mL) suspension of 1-(4-(chloromethyl)thiazol-2-yl)-3-(3-fluorobenzyl)urea (Intermediate XXI) (90 mg, 0.30 mmol), N,3-dimethylpyrazin-2-amine (69 mg, 0.56 mmol) and finely powdered K2CO3 (83 mg, 0.60 mmol) was evaporated to dryness. This mix was heated at 80° C. for 60 hours. Upon cooling, the organics were taken up in CH2Cl2 (3×5 mL) and the insolubles were removed by filtration. The volatiles were then removed in vacuo. The crude product was purified with chromatography (silica 1-4%...